describe an organic reaction: reactants, conditions, products, and yield From a dataset of the Open Reaction Database (ORD), a public repository of structured organic reaction records. Starting materials: [BH4-].[Na+] (sodium borohydride), C(C)OC(C=C1CC2=CC=CC3=CC=CC1=C23)=O (Ethyl2-(1,2-dihydro-1-acenaphthylenylidene)acetate). The reagents and catalysts are Cl[Pd]Cl (PdCl2). Solvent: CO (methanol), CO (methanol). Run at time 15 minute. Yields the product C(C)OC(CC1CC2=CC=CC3=CC=CC1=C23)=O (Ethyl2-(1,2-dihydro-1-acenaphthylenyl)acetate). Reaction SMILES: [BH4-].[Na+].[CH2:3]([O:5][C:6](=[O:20])[CH:7]=[C:8]1[C:18]2=[C:19]3[C:14](=[CH:15][CH:16]=[CH:17]2)[CH:13]=[CH:12][CH:11]=[C:10]3[CH2:9]1)[CH3:4]>CO.Cl[Pd]Cl>[CH2:3]([O:5][C:6](=[O:20])[CH2:7][CH:8]1[C:18]2=[C:19]3[C:14](=[CH:15][CH:16]=[CH:17]2)[CH:13]=[CH:12][CH:11]=[C:10]3[CH2:9]1)[CH3:4] |f:0.1|. Procedure: 55 mg of PdCl2 in 5 ml of methanol are treated with 25 mg of sodium borohydride. After 15 minutes' stirring, the compound obtained in Step B (1 g, 4.20.10−3 mol), diluted with methanol (25 ml), is added. The mixture is purged with argon and placed under a hydrogen atmosphere. After 2 hours 30 minutes' hydrogenation, the reaction mixture is filtered over Celite, rinsed and then evaporated under reduced pressure. The reactants are O=C([O-])[O-], CI, CC(C)=O, [Cs+], [Cs+], CC(C)(C)C(=O)OCC1OC(Oc2cccc3ccn(CCc4ccc(O)cc4)c23)C(OC(=O)C(C)(C)C)C(OC(=O)C(C)(C)C)C1OC(=O)C(C)(C)C. The product is COc1ccc(CCn2ccc3cccc(OC4OC(COC(=O)C(C)(C)C)C(OC(=O)C(C)(C)C)C(OC(=O)C(C)(C)C)C4OC(=O)C(C)(C)C)c32)cc1. As a reaction SMILES: [C:55](=[O:56])([O-:57])[O-:58].[CH3:61][I:62].[CH3:63][C:64](=[O:65])[CH3:66].[Cs+:59].[Cs+:60].[OH:1][c:2]1[cH:3][cH:4][c:5]([CH2:8][CH2:9][n:10]2[cH:11][cH:12][c:13]3[cH:14][cH:15][cH:16][c:17]([O:19][CH:20]4[CH:21]([O:22][C:23]([C:24]([CH3:25])([CH3:26])[CH3:27])=[O:28])[CH:29]([O:30][C:31]([C:32]([CH3:33])([CH3:34])[CH3:35])=[O:36])[CH:37]([O:38][C:39]([C:40]([CH3:41])([CH3:42])[CH3:43])=[O:44])[CH:45]([CH2:47][O:48][C:49]([C:50]([CH3:51])([CH3:52])[CH3:53])=[O:54])[O:46]4)[c:18]23)[cH:6][cH:7]1>>[O:1]([c:2]1[cH:3][cH:4][c:5]([CH2:8][CH2:9][n:10]2[cH:11][cH:12][c:13]3[cH:14][cH:15][cH:16][c:17]([O:19][CH:20]4[CH:21]([O:22][C:23]([C:24]([CH3:25])([CH3:26])[CH3:27])=[O:28])[CH:29]([O:30][C:31]([C:32]([CH3:33])([CH3:34])[CH3:35])=[O:36])[CH:37]([O:38][C:39]([C:40]([CH3:41])([CH3:42])[CH3:43])=[O:44])[CH:45]([CH2:47][O:48][C:49]([C:50]([CH3:51])([CH3:52])[CH3:53])=[O:54])[O:46]4)[c:18]23)[cH:6][cH:7]1)[CH3:55]. Starting materials: [N+](=O)([O-])C1=CC=C(OC(=O)N[C@@H](CC2=CC=CC=C2)[C@H](C[C@H](CC2=CC=CC=C2)NC(=O)OC2=CC=C(C=C2)[N+](=O)[O-])O[Si](C)(C)C)C=C1 (2(S),5(S)-Bis-(N-(p-nitrophenoxycarbonyl)-amino)-1,6-diphenyl-3(S)-trimethylsiloxy-hexane), NCC=1C=NC=CC1 (3-aminomethylpyridine). Solvent: CN(C)C=O (DMF). Run at time 18 hour. The product is N1=CC(=CC=C1)CNC(=O)N[C@@H](CC1=CC=CC=C1)[C@H](C[C@H](CC1=CC=CC=C1)NC(=O)NCC=1C=NC=CC1)O (2(S),5(S)-Bis-(N-(3-pyridylmethylamino-carbonyl)-amino)-1,6-diphenyl-3(S)-hydroxyhexane). As a reaction SMILES: [N+](C1C=CC(O[C:9]([NH:11][C@H:12]([C@@H:20]([O:43][Si](C)(C)C)[CH2:21][C@@H:22]([NH:30][C:31]([O:33]C2C=CC([N+]([O-])=O)=CC=2)=O)[CH2:23][C:24]2[CH:29]=[CH:28][CH:27]=[CH:26][CH:25]=2)[CH2:13][C:14]2[CH:19]=[CH:18][CH:17]=[CH:16][CH:15]=2)=[O:10])=CC=1)([O-])=O.[NH2:50][CH2:51][C:52]1[CH:53]=[N:54][CH:55]=[CH:56][CH:57]=1>CN(C=O)C>[N:54]1[CH:55]=[CH:56][CH:57]=[C:52]([CH2:51][NH:50][C:9]([NH:11][C@H:12]([C@@H:20]([OH:43])[CH2:21][C@@H:22]([NH:30][C:31]([NH:50][CH2:51][C:52]2[CH:53]=[N:54][CH:55]=[CH:56][CH:57]=2)=[O:33])[CH2:23][C:24]2[CH:25]=[CH:26][CH:27]=[CH:28][CH:29]=2)[CH2:13][C:14]2[CH:15]=[CH:16][CH:17]=[CH:18][CH:19]=2)=[O:10])[CH:53]=1. Procedure details: To a solution of 87 mg of the resultant compound from Example 218 in 1 ml of DMF was added 0.028 ml of 3-aminomethylpyridine. After 18 hours, the solvent was removed in vacuo and the residue was dissolved in 1 ml of methanol and 0.05 ml of chlorotrimethylsilane was added. After 0.5 hour, the solvent was removed in vacuo, neutralized with sodium bicarbonate solution and extraction with ethyl acetate (2×25 ml). The organic solution was dried and concentrated. Purification by silica gel column chro...